From a dataset of the Open Reaction Database (ORD), a public repository of structured organic reaction records. describe an organic reaction: reactants, conditions, products, and yield The reactants are C(C)(C)(C)OC(=O)[C@]1(N([C@H]([C@H](C1)C1=NC=CN=C1)C1=CN=C(S1)Cl)C(C1=CC(=C(C=C1)C(C)(C)C)OC)=O)CC(C)C (rel-(2S,4S,5R)-1-(4-tert-butyl-3-methoxybenzoyl)-2-isobutyl-4-pyrazin-2-yl-5-(2-chloro-1,3-thiazol-5-yl)pyrrolidine-2-carboxylic acid tert butyl ester), C(=O)(C(F)(F)F)O (TFA). The product is C(C)(C)(C)C1=C(C=C(C(=O)N2[C@@](C[C@@H]([C@@H]2C2=CN=CS2)C2=NC=CN=C2)(C(=O)O)CC(C)C)C=C1)OC (rel-(2S,4S,5R)-1-(4-tert-Butyl-3-methoxybenzoyl)-2-isobutyl-4-(pyrazin-2-yl)-5-(1,3-thiazol-5-yl)pyrrolidine-2-carboxylic acid). As a reaction SMILES: C([O:5][C:6]([C@:8]1([CH2:39][CH:40]([CH3:42])[CH3:41])[CH2:12][C@H:11]([C:13]2[CH:18]=[N:17][CH:16]=[CH:15][N:14]=2)[C@H:10]([C:19]2[S:23][C:22](Cl)=[N:21][CH:20]=2)[N:9]1[C:25](=[O:38])[C:26]1[CH:31]=[CH:30][C:29]([C:32]([CH3:35])([CH3:34])[CH3:33])=[C:28]([O:36][CH3:37])[CH:27]=1)=[O:7])(C)(C)C.C(O)(C(F)(F)F)=O>>[C:32]([C:29]1[CH:30]=[CH:31][C:26]([C:25]([N:9]2[C@@H:10]([C:19]3[S:23][CH:22]=[N:21][CH:20]=3)[C@@H:11]([C:13]3[CH:18]=[N:17][CH:16]=[CH:15][N:14]=3)[CH2:12][C@@:8]2([CH2:39][CH:40]([CH3:41])[CH3:42])[C:6]([OH:7])=[O:5])=[O:38])=[CH:27][C:28]=1[O:36][CH3:37])([CH3:34])([CH3:35])[CH3:33]. Procedure details: The tert-butyl ester from stage A was deprotected with TFA in a similar manner to that described in Example 1. Purification was achieved by reverse phase HPLC on a C18 column using a two-solvent gradient elution with (A) water containing formic acid (0.1%) and (B) acetonitrile-water (95:5 v/v) containing formic acid (0.05%) as the eluents, and analysis of the fractions by electrospray mass spectroscopy. This afforded the title compound as a solid. The reactants are COC(=O)c1cc(Oc2ccc(S(C)(=O)=O)cc2)cc2c1CC(C)O2, COCC1Cc2c(O)cc(C(=O)Nc3ccn(C)n3)cc2O1, CN(C)C(=O)c1ccc(F)cc1F, O. Product: COCC1Cc2c(Oc3ccc(C(=O)N(C)C)c(F)c3)cc(C(=O)Nc3ccn(C)n3)cc2O1. As a reaction SMILES: [CH3:1][O:2][C:3]([c:4]1[cH:5][c:6]([O:7][c:8]2[cH:9][cH:10][c:11]([S:12]([CH3:13])(=[O:14])=[O:15])[cH:16][cH:17]2)[cH:18][c:19]2[c:24]1[CH2:23][CH:21]([CH3:22])[O:20]2)=[O:25].[CH3:26][n:27]1[n:28][c:29]([NH:32][C:33](=[O:34])[c:35]2[cH:36][c:37]3[c:38]([c:45]([OH:47])[cH:46]2)[CH2:39][CH:40]([CH2:42][O:43][CH3:44])[O:41]3)[cH:30][cH:31]1.[F:48][c:49]1[c:50]([C:51](=[O:52])[N:53]([CH3:54])[CH3:55])[cH:56][cH:57][c:58]([F:60])[cH:59]1.[OH2:61]>>[CH3:26][n:27]1[n:28][c:29]([NH:32][C:33](=[O:34])[c:35]2[cH:36][c:37]3[c:38]([c:45]([O:47][c:58]4[cH:57][cH:56][c:50]([C:51](=[O:52])[N:53]([CH3:54])[CH3:55])[c:49]([F:48])[cH:59]4)[cH:46]2)[CH2:39][CH:40]([CH2:42][O:43][CH3:44])[O:41]3)[cH:30][cH:31]1. Starting materials: FC(C=1C=C(C=CC1)C1CCNCC1)(F)F (4-(3-Trifluoromethyl-phenyl)-piperidine), ( 16 ), ( 13 ), C(CC)I (n-Pr-I), Cl (HCl), ( 49 ). Product: C(CC)N1CCC(CC1)C1=CC(=CC=C1)C(F)(F)F (1-Propyl-4-(3-trifluoromethyl-phenyl)-piperidine). As a reaction SMILES: [F:1][C:2]([F:16])([F:15])[C:3]1[CH:4]=[C:5]([CH:9]2[CH2:14][CH2:13][NH:12][CH2:11][CH2:10]2)[CH:6]=[CH:7][CH:8]=1.[CH2:17](I)[CH2:18][CH3:19].Cl>>[CH2:17]([N:12]1[CH2:11][CH2:10][CH:9]([C:5]2[CH:6]=[CH:7][CH:8]=[C:3]([C:2]([F:1])([F:15])[F:16])[CH:4]=2)[CH2:14][CH2:13]1)[CH2:18][CH3:19]. Reported procedure: Beginning with 4-(3-Trifluoromethyl-phenyl)-piperidine and n-Pr-I: m.p. 195° C. (HCl), MS m/z (rel. intensity, 70 eV) 271 (M+, 4), 243 (16), 242 (bp), 159 (13), 70 (49). The reactants are N12CCCCCC2=NCCC1 (1,8-diazabicyclo[5.4.0]-undec-7-ene), C(=C)C(=O)CC (ethyl vinyl ketone), C(C)OC(CNS(=O)(=O)C1=CC=C(C=C1)C)=O ((Toluene-4-sulfonylamino)-acetic acid ethyl ester). Solvent: C1CCOC1 (THF), CCOCC (ether). Run at time 8 hour. Product: C(C)OC(=O)C1N(CCC1(C)O)S(=O)(=O)C1=CC=C(C=C1)C (3-Hydroxy-3-methyl-1-(toluene-4-sulfonyl)-pyrrolidine-2-carboxylic acid ethyl ester). Isolated yield 75.7%. Reaction SMILES: N12CCCN=C1CCCCC2.[CH:12]([C:14]([CH2:16]C)=[O:15])=[CH2:13].[CH2:18]([O:20][C:21](=[O:34])[CH2:22][NH:23][S:24]([C:27]1[CH:32]=[CH:31][C:30]([CH3:33])=[CH:29][CH:28]=1)(=[O:26])=[O:25])[CH3:19]>C1COCC1.CCOCC>[CH2:18]([O:20][C:21]([CH:22]1[C:14]([OH:15])([CH3:16])[CH2:12][CH2:13][N:23]1[S:24]([C:27]1[CH:28]=[CH:29][C:30]([CH3:33])=[CH:31][CH:32]=1)(=[O:25])=[O:26])=[O:34])[CH3:19]. Reported procedure: 1,8-diazabicyclo[5.4.0]-undec-7-ene (DBU) (7 mL, 47.08 mmol) was added to a stirred solution of ethyl vinyl ketone (1.75 mL, 21.4 mmol) and ethyl N-p-toluenesulfonylglycinate 81 (5.5 g, 21.4 mL) in THF (50 mL). The resulting mixture was stirred overnight at room temperature. The mixture was diluted with ether, washed with 5% aq. HCl, 5% sodium bicarbonate solution and water. The combined organics were dried with Na2SO4, filtered, evaporated under reduced pressure to give crude 82 (5.3 g, 76%) as... Starting materials: [H][H] (hydrogen), C(C1=CC=CC=C1)C(CP(OCC)(=O)C(OCC)OCC)C#N (ethyl 2-benzyl-2-cyanoethyl(diethoxymethyl)phosphinate), solution, N (ammonia). The reagents and catalysts are [Ni] (Raney Nickel). Run in C(C)O (ethanol), C(C)O (ethanol). Yields the product NCC(CP(OCC)(=O)C(OCC)OCC)CC1=CC=CC=C1 (ethyl 3-amino-2-benzylpropyl(diethoxymethyl)phosphinate). Reaction SMILES: [CH2:1]([CH:8]([C:22]#[N:23])[CH2:9][P:10]([CH:15]([O:19][CH2:20][CH3:21])[O:16][CH2:17][CH3:18])(=[O:14])[O:11][CH2:12][CH3:13])[C:2]1[CH:7]=[CH:6][CH:5]=[CH:4][CH:3]=1.N.[H][H]>C(O)C.[Ni]>[NH2:23][CH2:22][CH:8]([CH2:1][C:2]1[CH:3]=[CH:4][CH:5]=[CH:6][CH:7]=1)[CH2:9][P:10]([CH:15]([O:19][CH2:20][CH3:21])[O:16][CH2:17][CH3:18])(=[O:14])[O:11][CH2:12][CH3:13]. Reported procedure: A solution of 3.5 g of ethyl 2-benzyl-2-cyanoethyl(diethoxymethyl)phosphinate in 50 ml of ethanol is added to 25 g of an 8% solution of ammonia in ethanol. To this are added 2 ml of Raney Nickel and the resulting mixture is hydrogenated at 1 bar until the theoretical amount of hydrogen has been taken up. The mixture is then filtered and the filtrate is concentrated under reduced pressure to give ethyl 3-amino-2-benzylpropyl(diethoxymethyl)phosphinate as a viscous oil, 31P=+46.3 ppm (CDCl3).